From a dataset of the Open Reaction Database (ORD), a public repository of structured organic reaction records. describe an organic reaction: reactants, conditions, products, and yield Starting materials: FC(OC1=CC=C(C=C1)B(O)O)(F)F (4-(trifluoromethoxy)phenylboronic acid), N12C[C@@H](C(CC1)CC2)NC(=O)C=2OC1=C(C2)C=C(C=C1Br)F (N-[(3R)-1-Azabicyclo[2.2.2]oct-3-yl]-5-fluoro-7-bromo-1-benzofuran-2-carboxamide), [OH-].[Na+] (sodium hydroxide). Reagents/catalysts: C1=CC=C(C=C1)P([C-]2C=CC=C2)C3=CC=CC=C3.C1=CC=C(C=C1)P([C-]2C=CC=C2)C3=CC=CC=C3.Cl[Pd]Cl.[Fe+2] (1,1′-bis(diphenylphosphino)ferrocenepalladium(II) chloride). The solvent is CN(C)C=O (DMF). Reaction conditions: temperature 85 celsius, time 20 minute. The product is N12C[C@@H](C(CC1)CC2)NC(=O)C=2OC1=C(C2)C=C(C=C1C1=CC=C(C=C1)OC(F)(F)F)F (N-[(3R)-1-Azabicyclo[2.2.2]oct-3-yl]-5-fluoro-7-(4-trifluoromethoxyphenyl)-1-benzofuran-2-carboxamide). As a reaction SMILES: [F:1][C:2]([F:14])([F:13])[O:3][C:4]1[CH:9]=[CH:8][C:7](B(O)O)=[CH:6][CH:5]=1.[N:15]12[CH2:22][CH2:21][CH:18]([CH2:19][CH2:20]1)[C@@H:17]([NH:23][C:24]([C:26]1[O:27][C:28]3[C:34](Br)=[CH:33][C:32]([F:36])=[CH:31][C:29]=3[CH:30]=1)=[O:25])[CH2:16]2.[OH-].[Na+]>C1C=CC(P(C2C=CC=CC=2)[C-]2C=CC=C2)=CC=1.C1C=CC(P(C2C=CC=CC=2)[C-]2C=CC=C2)=CC=1.Cl[Pd]Cl.[Fe+2].CN(C=O)C>[N:15]12[CH2:20][CH2:19][CH:18]([CH2:21][CH2:22]1)[C@@H:17]([NH:23][C:24]([C:26]1[O:27][C:28]3[C:34]([C:7]4[CH:8]=[CH:9][C:4]([O:3][C:2]([F:14])([F:13])[F:1])=[CH:5][CH:6]=4)=[CH:33][C:32]([F:36])=[CH:31][C:29]=3[CH:30]=1)=[O:25])[CH2:16]2 |f:2.3,4.5.6.7|. Reported procedure: A mixture of 40 mg (0.29 mmol) of 4-(trifluoromethoxy)phenylboronic acid, 70 mg (0.19 mmol) of N-[(3R)-1-azabicyclo[2.2.2]oct-3-yl]-5-fluoro-7-bromo-1-benzofuran-2-carboxamide (Example 5A), 0.57 ml (0.57 mmol) of 1N sodium hydroxide solution, 14 mg (0.02 mmol) of 1,1′-bis(diphenylphosphino)ferrocenepalladium(II) chloride and 2 ml of DMF is heated at 85° C. overnight. The solvent is removed under reduced pressure. The crude product is mixed with 1N sodium hydroxide solution and extracted three ti... The reactants are C(C1=CC=CC=C1)OC1=C(C=C(C=C1)N1C(O[C@H](C1)CO)=O)F ((R)-3-(4-benzyloxy-3-fluoro-phenyl)-5-hydroxymethyl-oxazolidin-2-one). The reagents and catalysts are [Pd] (Pd/C). Run in C1CCOC1.CO (THF MeOH). Yields the product FC=1C=C(C=CC1O)N1C(O[C@H](C1)CO)=O ((R)-3-(3-fluoro-4-hydroxy-phenyl)-5-hydroxymethyl-oxazolidin-2-one). Yield: 69.6%. As a reaction SMILES: C([O:8][C:9]1[CH:14]=[CH:13][C:12]([N:15]2[CH2:19][C@H:18]([CH2:20][OH:21])[O:17][C:16]2=[O:22])=[CH:11][C:10]=1[F:23])C1C=CC=CC=1>C1COCC1.CO.[Pd]>[F:23][C:10]1[CH:11]=[C:12]([N:15]2[CH2:19][C@H:18]([CH2:20][OH:21])[O:17][C:16]2=[O:22])[CH:13]=[CH:14][C:9]=1[OH:8] |f:1.2|. Procedure details: A solution of (R)-3-(4-benzyloxy-3-fluoro-phenyl)-5-hydroxymethyl-oxazolidin-2-one (6.34 g, prepared according to WO 2004/096221) in THF/MeOH (1:1; 200 mL) was hydrogenated over Pd/C 10% (1 g) overnight. The catalyst was filtered off, the filtrate evaporated under reduced pressure and the residue stirred in EA. The crystals were collected by filtration, affording 3.16 g (70% yield) of a colorless solid. The reactants are CO, CCOC(OCC)P(=O)(CC(CN)c1ccc(Cl)cc1)OCC, [Na+], [OH-]. Yields the product CCOC(OCC)P(=O)(O)CC(CN)c1ccc(Cl)cc1. RXN SMILES: [CH3:26][OH:27].[NH2:1][CH2:2][CH:3]([CH2:4][P:5]([O:6][CH2:7][CH3:8])(=[O:9])[CH:10]([O:11][CH2:12][CH3:13])[O:14][CH2:15][CH3:16])[c:17]1[cH:18][cH:19][c:20]([Cl:23])[cH:21][cH:22]1.[Na+:25].[OH-:24]>>[NH2:1][CH2:2][CH:3]([CH2:4][P:5](=[O:6])([OH:9])[CH:10]([O:11][CH2:12][CH3:13])[O:14][CH2:15][CH3:16])[c:17]1[cH:18][cH:19][c:20]([Cl:23])[cH:21][cH:22]1. Starting materials: Cl.N1(CCCC1)CC(C)N1C2=CC=CC=C2SC=2C=CC(=CC12)C(=O)Cl (10-[(2RS)-1-(1-pyrrolidinyl)-2-propyl]-2-phenothiazinecarbonyl chloride hydrochloride), C1(CC1)CN (cyclopropylmethylamine). Run in ClCCl (dichloromethane). Product: C1(CC1)CNC(=O)C1=CC=2N(C3=CC=CC=C3SC2C=C1)C(CN1CCCC1)C (N-(cyclopropylmethyl)-10-[(2RS)-1-(1-pyrrolidinyl)-2-propyl]-2-phenothiazinecarboxamide). Isolated yield 86.1%. RXN SMILES: Cl.[N:2]1([CH2:7][CH:8]([N:10]2[C:23]3[CH:22]=[C:21]([C:24](Cl)=[O:25])[CH:20]=[CH:19][C:18]=3[S:17][C:16]3[C:11]2=[CH:12][CH:13]=[CH:14][CH:15]=3)[CH3:9])[CH2:6][CH2:5][CH2:4][CH2:3]1.[CH:27]1([CH2:30][NH2:31])[CH2:29][CH2:28]1>ClCCl>[CH:27]1([CH2:30][NH:31][C:24]([C:21]2[CH:20]=[CH:19][C:18]3[S:17][C:16]4[C:11](=[CH:12][CH:13]=[CH:14][CH:15]=4)[N:10]([CH:8]([CH3:9])[CH2:7][N:2]4[CH2:6][CH2:5][CH2:4][CH2:3]4)[C:23]=3[CH:22]=2)=[O:25])[CH2:29][CH2:28]1 |f:0.1|. Reported procedure: By working in a manner similar to that described below in Example 103, but starting with 10-[(2RS)-1-(1-pyrrolidinyl)-2-propyl]-2-phenothiazinecarbonyl chloride hydrochloride (3.5 g) in dichloromethane (100 cc) and with cyclopropylmethylamine (3.8 g), N-(cyclopropylmethyl)-10-[(2RS)-1-(1-pyrrolidinyl)-2-propyl]-2-phenothiazinecarboxamide (3 g) is obtained in the form of a cream-coloured product of meringue-like consistency, which is dissolved in acetonitrile (20 cc). A 2.4N solution (8 cc) of hy...